From a dataset of the Open Reaction Database (ORD), a public repository of structured organic reaction records. describe an organic reaction: reactants, conditions, products, and yield Reactants: C1CCNCC1, C=O, CC#N, CCOC(C)=O, O, O=C(NOCCO)c1cn2ccnc2c(Cl)c1Nc1ccc(Br)cc1Cl, O=S(=O)([O-])C(F)(F)F, O=S(=O)([O-])C(F)(F)F, O=S(=O)([O-])C(F)(F)F, [Sc+3]. Yields the product O=C(NOCCO)c1cn2c(CN3CCCCC3)cnc2c(Cl)c1Nc1ccc(Br)cc1Cl. RXN SMILES: [CH2:1]1[CH2:2][CH2:3][NH:4][CH2:5][CH2:6]1.[CH2:7]=[O:8].[CH3:36][C:37]#[N:38].[CH3:39][CH2:40][O:41][C:42]([CH3:43])=[O:44].[OH2:9].[OH:10][CH2:11][CH2:12][O:13][NH:14][C:15](=[O:16])[c:17]1[c:18]([NH:27][c:28]2[c:29]([Cl:35])[cH:30][c:31]([Br:34])[cH:32][cH:33]2)[c:19]([Cl:26])[c:20]2[n:21]([cH:22]1)[cH:23][cH:24][n:25]2.[S:45]([O-:46])([C:47]([F:48])([F:49])[F:50])(=[O:51])=[O:52].[S:54]([O-:55])([C:56]([F:57])([F:58])[F:59])(=[O:60])=[O:61].[S:62]([O-:63])([C:64]([F:65])([F:66])[F:67])(=[O:68])=[O:69].[Sc+3:53]>>[CH2:1]1[CH2:2][CH2:3][N:4]([CH2:7][c:23]2[n:21]3[c:20]([c:19]([Cl:26])[c:18]([NH:27][c:28]4[c:29]([Cl:35])[cH:30][c:31]([Br:34])[cH:32][cH:33]4)[c:17]([C:15]([NH:14][O:13][CH2:12][CH2:11][OH:10])=[O:16])[cH:22]3)[n:25][cH:24]2)[CH2:5][CH2:6]1.